This data is from the Open Reaction Database (ORD), a public repository of structured organic reaction records. The task is: describe an organic reaction: reactants, conditions, products, and yield The reactants are COC(CC1=C(SC(=C1)C(=O)C1=CC=C2C=C(NC2=C1)C1=CC=CC=C1)C1=CC=CC=C1)=O ([2-Phenyl-5-(2-phenyl-1H-indole-6-carbonyl)thiophene-3-yl]acetic acid methyl ester), [OH-].[Na+] (NaOH). RXN SMILES: C[O:2][C:3](=[O:33])[CH2:4][C:5]1[CH:9]=[C:8]([C:10]([C:12]2[CH:20]=[C:19]3[C:15]([CH:16]=[C:17]([C:21]4[CH:26]=[CH:25][CH:24]=[CH:23][CH:22]=4)[NH:18]3)=[CH:14][CH:13]=2)=[O:11])[S:7][C:6]=1[C:27]1[CH:32]=[CH:31][CH:30]=[CH:29][CH:28]=1.[OH-].[Na+]>CO.C1COCC1>[C:27]1([C:6]2[S:7][C:8]([C:10]([C:12]3[CH:20]=[C:19]4[C:15]([CH:16]=[C:17]([C:21]5[CH:26]=[CH:25][CH:24]=[CH:23][CH:22]=5)[NH:18]4)=[CH:14][CH:13]=3)=[O:11])=[CH:9][C:5]=2[CH2:4][C:3]([OH:33])=[O:2])[CH:28]=[CH:29][CH:30]=[CH:31][CH:32]=1 |f:1.2|. Reaction conditions: time 4 hour. The product is C1(=CC=CC=C1)C=1SC(=CC1CC(=O)O)C(=O)C1=CC=C2C=C(NC2=C1)C1=CC=CC=C1 ([2-Phenyl-5-(2-phenyl-1H-indole-6-carbonyl)thiophene-3-yl]acetic acid). The solvent is CO (MeOH), C1CCOC1 (THF). Isolated yield 84.8%. Procedure details: To a stirred solution of 0.44 g (0.97 mmol) of 23 in 7 mL of MeOH and 7 mL of THF was added 1.5 mL (1.5 mmol) of 1 N NaOH solution. The resulting solution was stirred at room temperature for 4 h. The solvent was removed in vacuo, and the residue was diluted with 10 mL of H2O, acidified to pH˜3 with 1N HCl, and extracted with 30 mL of EtOAc. The organic layer was dried over MgSO4, filtered, and concentrated in vacuo. The residue was purified by flash chromatography (EtOAc/Hex 1:1) to afford 0.36 ... The reactants are O=C1OC2(CCN(C(=O)c3c[nH]c4cc(Cl)ccc34)CC2)c2ccc(F)cc21, CN1CCN(C(=O)CCl)CC1. Product: CN1CCN(C(=O)Cn2cc(C(=O)N3CCC4(CC3)OC(=O)c3cc(F)ccc34)c3ccc(Cl)cc32)CC1. RXN SMILES: [Cl:1][c:2]1[cH:3][cH:4][c:5]2[c:6]([C:11](=[O:12])[N:13]3[CH2:14][CH2:15][C:16]4([O:17][C:18](=[O:26])[c:19]5[c:20]4[cH:21][cH:22][c:23]([F:25])[cH:24]5)[CH2:27][CH2:28]3)[cH:7][nH:8][c:9]2[cH:10]1.[Cl:29][CH2:30][C:31](=[O:32])[N:33]1[CH2:34][CH2:35][N:36]([CH3:39])[CH2:37][CH2:38]1>>[Cl:1][c:2]1[cH:3][cH:4][c:5]2[c:6]([C:11](=[O:12])[N:13]3[CH2:14][CH2:15][C:16]4([O:17][C:18](=[O:26])[c:19]5[c:20]4[cH:21][cH:22][c:23]([F:25])[cH:24]5)[CH2:27][CH2:28]3)[cH:7][n:8]([CH2:30][C:31](=[O:32])[N:33]3[CH2:34][CH2:35][N:36]([CH3:39])[CH2:37][CH2:38]3)[c:9]2[cH:10]1. The reactants are [OH-].[Na+] (NaOH), [Si]([O-])([O-])([O-])[O-].[Na+].[Na+].[Na+].[Na+] (sodium silicate), O=[Al-]=O.[Na+] (sodium aluminate), [Si]([O-])([O-])([O-])[O-].[Na+].[Na+].[Na+].[Na+] (sodium silicate), [OH-].[Na+] (NaOH). Solvent: O (water), O (water). Run at temperature 49 celsius, time 15 minute. Product: O.[O-2].[O-2].[O-2].[O-2].[O-2].[O-2].[Na+].[Na+].[Al+3].[Al+3].[Si+4].[OH-].[Na+].O (Zeolite A sodium hydroxide water). RXN SMILES: [OH-:1].[Na+:2].[Si:3]([O-])([O-])([O-])[O-:4].[Na+].[Na+].[Na+].[Na+].[O:12]=[Al-:13]=O.[Na+]>O>[OH2:4].[O-2:12].[O-2:1].[O-2:4].[O-2:4].[O-2:4].[O-2:4].[Na+:2].[Na+:2].[Al+3:13].[Al+3:13].[Si+4:3].[OH-:4].[Na+:2].[OH2:4] |f:0.1,2.3.4.5.6,7.8,10.11.12.13.14.15.16.17.18.19.20.21.22.23.24|. Procedure details: A Zeolite A type of gel, containing excess sodium hydroxide, is made by reacting sodium hydroxide, alumina trihydrate, sodium silicate and water. Initially 995.2 parts of a 50% sodium hydroxide solution (containing 447.6 parts of NaOH) are mixed with sufficient water to make an aqueous sodium hydroxide solution containing 18% NaOH. 589.5 Parts of alumina trihydrate (containing 380.6 parts of Al2O3) are mixed with such sodium hydroxide solution in a pressure vessel by slow addition of the alumina...